This data is from the Open Reaction Database (ORD), a public repository of structured organic reaction records. The task is: describe an organic reaction: reactants, conditions, products, and yield The reactants are [N+](=O)([O-])C1=C(N)C=CC=C1 (o-nitroaniline), ClCC(=O)O (chloroacetic acid). Solvent: O (water). The product is [N+](=O)([O-])C1=C(NC(CCl)=O)C=CC=C1 (o-nitro-α-chloroacetanilide). RXN SMILES: [N+:1]([C:4]1[CH:10]=[CH:9][CH:8]=[CH:7][C:5]=1[NH2:6])([O-:3])=[O:2].[Cl:11][CH2:12][C:13](O)=[O:14]>O>[N+:1]([C:4]1[CH:10]=[CH:9][CH:8]=[CH:7][C:5]=1[NH:6][C:13](=[O:14])[CH2:12][Cl:11])([O-:3])=[O:2]. Procedure details: 30 Grams of o-nitroaniline and 55.7 g of anhydrous chloroacetic acid were mixed together and the mixture was heated at 70° to 80° C. for 30 minutes with stirring, then water was added to the reaction mixture, the crystals thus formed were collected by filtration and recrystallized from isopropyl ether to obtain 49.42 g of o-nitro-α-chloroacetanilide in the form of light yellow flake-like crystals. Melting point: 85.5°-87.0° C. Reactants: O (Water), ClC(=O)OC1=CC=CC=C1 (Phenyl chloroformate), NC1=CC=C(C=C1)C1=NC(=CC(=N1)CS(=O)(=O)CCO)N1[C@H](COCC1)C (2-[[2-(4-aminophenyl)-6-[(3S)-3-methylmorpholin-4-yl]pyrimidin-4-yl]methylsulfonyl]ethanol), C([O-])(O)=O.[Na+] (sodium bicarbonate). The solvent is O1CCOCC1 (dioxane). Conditions: time 2 hour. Yields the product OCCS(=O)(=O)CC1=NC(=NC(=C1)N1[C@H](COCC1)C)C1=CC=C(C=C1)NC(OC1=CC=CC=C1)=O (Phenyl N-[4-[4-(2-hydroxyethylsulfonylmethyl)-6-[(3S)-3-methylmorpholin-4-yl]pyrimidin-2-yl]phenyl]carbamate). Yield: 123.6%. Reaction SMILES: Cl[C:2]([O:4][C:5]1[CH:10]=[CH:9][CH:8]=[CH:7][CH:6]=1)=[O:3].[NH2:11][C:12]1[CH:17]=[CH:16][C:15]([C:18]2[N:23]=[C:22]([CH2:24][S:25]([CH2:28][CH2:29][OH:30])(=[O:27])=[O:26])[CH:21]=[C:20]([N:31]3[CH2:36][CH2:35][O:34][CH2:33][C@@H:32]3[CH3:37])[N:19]=2)=[CH:14][CH:13]=1.C(=O)(O)[O-].[Na+].O>O1CCOCC1>[OH:30][CH2:29][CH2:28][S:25]([CH2:24][C:22]1[CH:21]=[C:20]([N:31]2[CH2:36][CH2:35][O:34][CH2:33][C@@H:32]2[CH3:37])[N:19]=[C:18]([C:15]2[CH:14]=[CH:13][C:12]([NH:11][C:2](=[O:3])[O:4][C:5]3[CH:10]=[CH:9][CH:8]=[CH:7][CH:6]=3)=[CH:17][CH:16]=2)[N:23]=1)(=[O:26])=[O:27] |f:2.3|. Reported procedure: Phenyl chloroformate (0.046 mL, 0.36 mmol) was added to 2-[[2-(4-aminophenyl)-6-[(3S)-3-methylmorpholin-4-yl]pyrimidin-4-yl]methylsulfonyl]ethanol (0.143 g, 0.36 mmol) and sodium bicarbonate (0.046 g, 0.55 mmol) in dioxane (20 mL) at RT under air. The resulting slurry was stirred at RT for 2 hours. Water was added and the mixture extracted with DCM three times. The combined organics were dried (MgSO4), filtered and concentrated in vacuo to give the desired material as a yellow solid (0.228 g). Reactants: C(C)OC(=O)C1=C(CC(C2=CC(=CC=C12)C#C[Si](C)(C)C)(C)C)C (2,4,4-trimethyl-6-trimethylsilanylethynyl-3,4-dihydro-naphthalene-1-carboxylic acid ethyl ester), C(C)OC(=O)C1=C(CC(C2=CC(=CC=C12)C#C[Si](C)(C)C)(C)C)C (2,4,4-trimethyl-6-trimethylsilanylethynyl-3,4-dihydro-naphthalene-1-carboxylic acid ethyl ester), C([O-])([O-])=O.[K+].[K+] (potassium carbonate). Run in C(C)O (ethanol). The product is C(C)OC(=O)C1=C(CC(C2=CC(=CC=C12)C#C)(C)C)C (6-Ethynyl-2,4,4-trimethyl-3,4-dihydro-naphthalene-1-carboxylic acid ethyl ester). Reaction SMILES: [CH2:1]([O:3][C:4]([C:6]1[C:15]2[C:10](=[CH:11][C:12]([C:16]#[C:17][Si](C)(C)C)=[CH:13][CH:14]=2)[C:9]([CH3:23])([CH3:22])[CH2:8][C:7]=1[CH3:24])=[O:5])[CH3:2].C(=O)([O-])[O-].[K+].[K+]>C(O)C>[CH2:1]([O:3][C:4]([C:6]1[C:15]2[C:10](=[CH:11][C:12]([C:16]#[CH:17])=[CH:13][CH:14]=2)[C:9]([CH3:23])([CH3:22])[CH2:8][C:7]=1[CH3:24])=[O:5])[CH3:2] |f:1.2.3|. Procedure: Following general procedure F and using 2,4,4-trimethyl-6-trimethylsilanylethynyl-3,4-dihydro-naphthalene-1-carboxylic acid ethyl ester (Intermediate 199, 0.31 g, 0.92 mmol), ethanol (2 mL) and potassium carbonate (0.3 g, 2.2 mmol), the title compound was obtained (0.26 g, >100%). Reactants: O=C(CC(=O)OCc1ccccc1)OCc1ccccc1, CC(=O)O, Fc1nc(F)c(Cl)c(F)c1Cl, [H-], [Na+], CN(C)C=O. Product: O=C(OCc1ccccc1)C(C(=O)OCc1ccccc1)c1c(Cl)c(F)nc(F)c1Cl. RXN SMILES: [C:12]([CH2:13][C:14](=[O:15])[O:16][CH2:17][c:18]1[cH:19][cH:20][cH:21][cH:22][cH:23]1)(=[O:24])[O:25][CH2:26][c:27]1[cH:28][cH:29][cH:30][cH:31][cH:32]1.[CH3:35][C:36](=[O:37])[OH:38].[Cl:1][c:2]1[c:3]([F:11])[n:4][c:5]([F:10])[c:6]([Cl:9])[c:7]1[F:8].[H-:33].[Na+:34].[O:39]=[CH:40][N:41]([CH3:42])[CH3:43]>>[Cl:1][c:2]1[c:3]([F:11])[n:4][c:5]([F:10])[c:6]([Cl:9])[c:7]1[CH:13]([C:12](=[O:24])[O:25][CH2:26][c:27]1[cH:28][cH:29][cH:30][cH:31][cH:32]1)[C:14](=[O:15])[O:16][CH2:17][c:18]1[cH:19][cH:20][cH:21][cH:22][cH:23]1. Starting materials: ClCCOC1=CC=C(C=C1)C1OC2=CC(=CC=C2C(=C1C=1C=CC(=NC1)OC)C)OCOCC[Si](C)(C)C (5-[2-[4-(2-chloro-ethoxy)-phenyl]-4-methyl-7-(2-trimethylsilanyl-ethoxymethoxy)-2H-chromen-3-yl]-2-methoxy-pyridine), N1CCCC1 (pyrolidine). Yields the product COC1=CC=C(C=N1)C=1C(OC2=CC(=CC=C2C1C)O)C1=CC=C(C=C1)OCCN1CCCC1 (3-(6-Methoxy-pyridin-3-yl)-4-methyl-2-[4-(2-pyrrolidin-1-yl-ethoxy)-phenyl]-2H-chromen-7-ol). RXN SMILES: Cl[CH2:2][CH2:3][O:4][C:5]1[CH:10]=[CH:9][C:8]([CH:11]2[C:20]([C:21]3[CH:22]=[CH:23][C:24]([O:27][CH3:28])=[N:25][CH:26]=3)=[C:19]([CH3:29])[C:18]3[C:13](=[CH:14][C:15]([O:30]COCC[Si](C)(C)C)=[CH:16][CH:17]=3)[O:12]2)=[CH:7][CH:6]=1.[NH:39]1[CH2:43][CH2:42][CH2:41][CH2:40]1>>[CH3:28][O:27][C:24]1[N:25]=[CH:26][C:21]([C:20]2[CH:11]([C:8]3[CH:9]=[CH:10][C:5]([O:4][CH2:3][CH2:2][N:39]4[CH2:43][CH2:42][CH2:41][CH2:40]4)=[CH:6][CH:7]=3)[O:12][C:13]3[C:18]([C:19]=2[CH3:29])=[CH:17][CH:16]=[C:15]([OH:30])[CH:14]=3)=[CH:22][CH:23]=1. Reported procedure: The title product was prepared as a white solid according to the procedure described in Example 34 using 5-[2-[4-(2-chloro-ethoxy)-phenyl]-4-methyl-7-(2-trimethylsilanyl-ethoxymethoxy)-2H-chromen-3-yl]-2-methoxy-pyridine and pyrolidine as the starting material. The reactants are ClCC(=O)Cl (chloroacetyl chloride), bis-(monochloroacetyl), NN1C=NC2=CC=C(C=C2C1(O)C1=C(C=CC=C1)Cl)Cl (3-amino-6-chloro-4-(2-chlorophenyl)-3,4-dihydro-4-hydroxyquinazoline), crystals, ClCC(=O)O (monochloroacetic acid). The solvent is C1=CC=CC=C1 (benzene). The product is ClCC1=NN=CN1C1=C(C(=O)C2=C(C=CC=C2)Cl)C=C(C=C1)Cl (2-(3-chloromethyl-s-triazol-4-yl)-5, 2'-dichlorobenzophenone). Isolated yield 34.0%. Reaction SMILES: Cl[CH2:2][C:3]([Cl:5])=O.[NH2:6][N:7]1[C:16]([C:18]2[CH:23]=[CH:22][CH:21]=[CH:20][C:19]=2[Cl:24])([OH:17])[C:15]2[C:10](=[CH:11][CH:12]=C(Cl)C=2)[N:9]=[CH:8]1.[Cl:26][CH2:27][C:28](O)=O>C1C=CC=CC=1>[Cl:26][CH2:27][C:28]1[N:9]([C:10]2[CH:11]=[CH:12][C:3]([Cl:5])=[CH:2][C:15]=2[C:16]([C:18]2[CH:23]=[CH:22][CH:21]=[CH:20][C:19]=2[Cl:24])=[O:17])[CH:8]=[N:7][N:6]=1. Reported procedure: 2-Amino-5,2'-dichlorobenzophenone is reacted with formic acid, whereby 5, 2'-dichloro-2-formylaminobenzophenone (pale yellow granules melting at 106° to 107° C) is obtained. The product is then reacted with hydrazine hydrate, whereby 3-amino-6-chloro-4-(2-chlorophenyl)-3,4-dihydro-4-hydroxyquinazoline (colorless granules melting at 198° C (effervescence)) is obtained. The product is reacted with chloroacetyl chloride, whereby a bis-(monochloroacetyl) derivative of 3-amino-6-chloro-4-(2-chlorophe...